Dataset: the Open Reaction Database (ORD), a public repository of structured organic reaction records. Task: describe an organic reaction: reactants, conditions, products, and yield The reactants are FC(OC1=CC=C(C=C1)S(=O)(=O)Cl)(F)F (4-trifluoromethoxybenzenesulfonyl chloride), NC1=CC=C(C=C1)CCNC(CC)C(=O)OC(C)(C)C (2-(4-aminophenyl)ethyl-1-(tert-butoxycarbonyl)propylamine). Product: FC(OC1=CC=C(C=C1)S(=O)(=O)NC1=CC=C(C=C1)CCNCCC)(F)F (2-[4-(4-trifluoromethoxybenzenesulfonamido)phenyl]ethyl-1-propylamine). Reaction SMILES: [F:1][C:2]([F:15])([F:14])[O:3][C:4]1[CH:9]=[CH:8][C:7]([S:10](Cl)(=[O:12])=[O:11])=[CH:6][CH:5]=1.[NH2:16][C:17]1[CH:22]=[CH:21][C:20]([CH2:23][CH2:24][NH:25][CH:26](C(OC(C)(C)C)=O)[CH2:27][CH3:28])=[CH:19][CH:18]=1>>[F:1][C:2]([F:15])([F:14])[O:3][C:4]1[CH:9]=[CH:8][C:7]([S:10]([NH:16][C:17]2[CH:18]=[CH:19][C:20]([CH2:23][CH2:24][NH:25][CH2:26][CH2:27][CH3:28])=[CH:21][CH:22]=2)(=[O:12])=[O:11])=[CH:6][CH:5]=1. Procedure: Using procedure 4, 4-trifluoromethoxybenzenesulfonyl chloride was added to 2-(4-aminophenyl)ethyl-1-(tert-butoxycarbonyl)propylamine to give the title compound as a solid, m.p. 151-154° C. Reagents/catalysts: CN(C)C=1C=CN=CC1 (DMAP). Reported procedure: To a magnetically stirred solution of DMAP (3.22 g, 26.3 mmol) and MNBA (2.07 g, 6.02 mmol) in anhydrous toluene (750 mL) was added a solution of (S)-2-((tert-butoxycarbonyl)amino)-3-(((2S,3R,4S)-4-hydroxy-3-isobutoxy-2-(4-methylbenzyl)pentyl)oxy)-propanoic acid (1.76 g, 3.76 mmol) in anhydrous toluene (60 mL) dropwise over 5.5 h (syringe pump), and the resulting turbid mixture was stirred for 16 h. The reaction mixture was filtered through paper and the filtrate was concentrated to a pale yello... As a reaction SMILES: CC1C=CC=C([N+]([O-])=O)C=1C(OC(C1C([N+]([O-])=O)=CC=CC=1C)=O)=O.[C:26]([O:30][C:31]([NH:33][C@@H:34]([CH2:38][O:39][CH2:40][C@H:41]([CH2:51][C:52]1[CH:57]=[CH:56][C:55]([CH3:58])=[CH:54][CH:53]=1)[C@@H:42]([O:46][CH2:47][CH:48]([CH3:50])[CH3:49])[C@@H:43](O)[CH3:44])[C:35]([OH:37])=[O:36])=[O:32])([CH3:29])([CH3:28])[CH3:27]>CN(C1C=CN=CC=1)C.C1(C)C=CC=CC=1>[C:26]([O:30][C:31](=[O:32])[NH:33][C@H:34]1[CH2:38][O:39][CH2:40][C@H:41]([CH2:51][C:52]2[CH:53]=[CH:54][C:55]([CH3:58])=[CH:56][CH:57]=2)[C@@H:42]([O:46][CH2:47][CH:48]([CH3:50])[CH3:49])[C@H:43]([CH3:44])[O:36][C:35]1=[O:37])([CH3:29])([CH3:27])[CH3:28]. The yield is 87.6%. The solvent is C1(=CC=CC=C1)C (toluene), C1(=CC=CC=C1)C (toluene). Reaction conditions: time 16 hour. Yields the product C(C)(C)(C)OC(N[C@@H]1C(O[C@H]([C@@H]([C@H](COC1)CC1=CC=C(C=C1)C)OCC(C)C)C)=O)=O (tert-butyl((3S,7S,8R,9S)-8-isobutoxy-9-methyl-7-(4-methylbenzyl)-2-oxo-1,5-dioxonan-3-yl)carbamate). Reactants: CC1=C(C(=CC=C1)[N+](=O)[O-])C(=O)OC(=O)C2=C(C=CC=C2[N+](=O)[O-])C (MNBA), C(C)(C)(C)OC(=O)N[C@H](C(=O)O)COC[C@@H]([C@H]([C@H](C)O)OCC(C)C)CC1=CC=C(C=C1)C ((S)-2-((tert-butoxycarbonyl)amino)-3-(((2S,3R,4S)-4-hydroxy-3-isobutoxy-2-(4-methylbenzyl)pentyl)oxy)-propanoic acid). The reactants are Brc1nccs1, [Li]CCCC, CON(C)C(=O)C1CC(=O)N(C(C)c2ccccc2)C1, Cl, C1CCOC1. Yields the product CC(c1ccccc1)N1CC(C(=O)c2nccs2)CC1=O. As a reaction SMILES: [Br:6][c:7]1[s:8][cH:9][cH:10][n:11]1.[CH2:1]([Li:2])[CH2:3][CH2:4][CH3:5].[CH3:12][N:13]([C:14](=[O:15])[CH:16]1[CH2:17][N:18]([CH:22]([CH3:23])[c:24]2[cH:25][cH:26][cH:27][cH:28][cH:29]2)[C:19](=[O:21])[CH2:20]1)[O:30][CH3:31].[ClH:32].[O:33]1[CH2:34][CH2:35][CH2:36][CH2:37]1>>[c:7]1([C:14](=[O:15])[CH:16]2[CH2:17][N:18]([CH:22]([CH3:23])[c:24]3[cH:25][cH:26][cH:27][cH:28][cH:29]3)[C:19](=[O:21])[CH2:20]2)[s:8][cH:9][cH:10][n:11]1. The reactants are CC=1C=C2C=CC=CN2C1 (2-methylindolizine), COC=1C=C(C(=O)Cl)C=CC1[N+](=O)[O-] (3-methoxy-4-nitrobenzoyl chloride). The product is COC=1C=C(C=CC1[N+](=O)[O-])C(=O)C1=C(C=C2C=CC=CN12)C ((3-methoxy-4-nitrophenyl)(2-methylindolizin-3-yl)methanone). As a reaction SMILES: [CH3:1][C:2]1[CH:3]=[C:4]2[N:9]([CH:10]=1)[CH:8]=[CH:7][CH:6]=[CH:5]2.[CH3:11][O:12][C:13]1[CH:14]=[C:15]([CH:19]=[CH:20][C:21]=1[N+:22]([O-:24])=[O:23])[C:16](Cl)=[O:17]>>[CH3:11][O:12][C:13]1[CH:14]=[C:15]([C:16]([C:10]2[N:9]3[C:4]([CH:5]=[CH:6][CH:7]=[CH:8]3)=[CH:3][C:2]=2[CH3:1])=[O:17])[CH:19]=[CH:20][C:21]=1[N+:22]([O-:24])=[O:23]. Procedure details: This compound is obtained by carrying out the procedure according to the preparation described in Example 1, by benzoylation of 2-methylindolizine, described in Pharmazie; (1980), vol 35(4), pp 203-204, with 3-methoxy-4-nitrobenzoyl chloride. Starting materials: 60.5, O1C(=CC=C1)CN1C2=NC=NC=C2N=C1NC1CCN(CC1)C(=O)OCC (ethyl 4-[[9-(2-furanylmethyl)-9H-purin-8-yl]amino]-1-piperidinecarboxylate), [OH-].[K+] (potassium hydroxide), CC(C)O (2-propanol). Solvent: O (water). Run at time 48 hour. The product is 36.2, O.O1C(=CC=C1)CN1C2=NC=NC=C2N=C1NC1CCNCC1.O1C(=CC=C1)CN1C2=NC=NC=C2N=C1NC1CCNCC1 (9-(2-furanylmethyl)-N-(4-piperidinyl)-9H-purin-8-amine hemihydrate). As a reaction SMILES: [O:1]1[CH:5]=[CH:4][CH:3]=[C:2]1[CH2:6][N:7]1[C:15]([NH:16][CH:17]2[CH2:22][CH2:21][N:20](C(OCC)=O)[CH2:19][CH2:18]2)=[N:14][C:13]2[C:8]1=[N:9][CH:10]=[N:11][CH:12]=2.[OH-].[K+].CC(O)C>O>[OH2:1].[O:1]1[CH:5]=[CH:4][CH:3]=[C:2]1[CH2:6][N:7]1[C:15]([NH:16][CH:17]2[CH2:18][CH2:19][NH:20][CH2:21][CH2:22]2)=[N:14][C:13]2[C:8]1=[N:9][CH:10]=[N:11][CH:12]=2.[O:1]1[CH:5]=[CH:4][CH:3]=[C:2]1[CH2:6][N:7]1[C:15]([NH:16][CH:17]2[CH2:18][CH2:19][NH:20][CH2:21][CH2:22]2)=[N:14][C:13]2[C:8]1=[N:9][CH:10]=[N:11][CH:12]=2 |f:1.2,5.6.7|. Reported procedure: A mixture of 60.5 parts of ethyl 4-[[9-(2-furanylmethyl)-9H-purin-8-yl]amino]-1-piperidinecarboxylate, 90 parts of potassium hydroxide, 800 parts of 2-propanol and 20 parts of water was stirred for 48 hours at reflux temperature. The reaction mixture was evaporated. The reaction mixture was poured into water while stirring. The product was filtered off and dried, yielding a first fraction of 36.2 parts of 9-(2-furanylmethyl)-N-(4-piperidinyl)-9H-purin-8-amine hemihydrate. The aqueous phase was e... Starting materials: CN1CC2=C(NC=3C=CC(=CC23)C)CC1 (2,8-dimethyl-2,3,4,5-tetrahydro-1H-pyrido[4,3-b]indole), [H-].[Na+] (sodium hydride), COC=1C=C(C=CC1OC)C1OC1 (2-(3,4-Dimethoxy-phenyl)-oxirane). Run in CN(C)C=O (DMF), CN(C)C=O (DMF). Reaction conditions: time 5 minute. Yields the product COC=1C=C(C=CC1OC)C(CN1C2=C(C=3C=C(C=CC13)C)CN(CC2)C)O (1-(3,4-dimethoxy-phenyl)-2-(2,8-dimethyl-1,2,3,4-tetrahydro-pyrido[4,3-b]indol-5-yl)-ethanol). The yield is 25.8%. RXN SMILES: [CH3:1][N:2]1[CH2:15][CH2:14][C:5]2[NH:6][C:7]3[CH:8]=[CH:9][C:10]([CH3:13])=[CH:11][C:12]=3[C:4]=2[CH2:3]1.[H-].[Na+].[CH3:18][O:19][C:20]1[CH:21]=[C:22]([CH:28]2[CH2:30][O:29]2)[CH:23]=[CH:24][C:25]=1[O:26][CH3:27]>CN(C=O)C>[CH3:18][O:19][C:20]1[CH:21]=[C:22]([CH:28]([OH:29])[CH2:30][N:6]2[C:7]3[CH:8]=[CH:9][C:10]([CH3:13])=[CH:11][C:12]=3[C:4]3[CH2:3][N:2]([CH3:1])[CH2:15][CH2:14][C:5]2=3)[CH:23]=[CH:24][C:25]=1[O:26][CH3:27] |f:1.2|. Procedure details: To a solution of 2,8-dimethyl-2,3,4,5-tetrahydro-1H-pyrido[4,3-b]indole (1.2 g, 6.0 mmol) in 6 mL DMF, was added sodium hydride (720 mg, 12 mmol) under nitrogen at 0° C. and stirred for 5 min. 2-(3,4-Dimethoxy-phenyl)-oxirane (2.16 g, 18 mmol) was diluted in DMF (2 mL) and added dropwise to the reaction mixture under nitrogen atmosphere. The reaction mixture was stirred at RT for 5 h. After consumption of starting material (TLC and LCMS), the reaction mixture was poured in ice-cold water and ext...